This data is from the Open Reaction Database (ORD), a public repository of structured organic reaction records. The task is: describe an organic reaction: reactants, conditions, products, and yield The reactants are CC(C)(C)OO, O=Cc1ccc2c(c1)CCCC2, CCOCC, [Na+], [OH-], O. The product is O=C(O)c1ccc2c(c1)CCCC2. RXN SMILES: [C:13]([CH3:15])([CH3:16])([O:17][OH:14])[CH3:18].[CH2:1]1[CH2:2][CH2:3][CH2:4][c:5]2[cH:6][c:7]([CH:11]=[O:12])[cH:8][cH:9][c:10]21.[CH3:19][CH2:20][O:21][CH2:22][CH3:23].[Na+:25].[OH-:24].[OH2:26]>>[CH2:1]1[CH2:2][CH2:3][CH2:4][c:5]2[cH:6][c:7]([C:11](=[O:12])[OH:17])[cH:8][cH:9][c:10]21. Reactants: NC=1C(=NN(C1C#N)C)C (4-amino-5-cyano-1,3-dimethyl pyrazole), C(=O)OC(C)=O (acetic-formic anhydride). Run at time 8 hour. Product: C(#N)C1=C(C(=NN1C)C)NC=O (N-(5-cyano-1,3-dimethylpyrazol-4-yl) formamide). Yield: 74.0%. Reaction SMILES: [NH2:1][C:2]1[C:3]([CH3:10])=[N:4][N:5]([CH3:9])[C:6]=1[C:7]#[N:8].[CH:11](OC(=O)C)=[O:12]>>[C:7]([C:6]1[N:5]([CH3:9])[N:4]=[C:3]([CH3:10])[C:2]=1[NH:1][CH:11]=[O:12])#[N:8]. Procedure details: The starting material is obtained by treating 16 g (0.12 mol) of 4-amino-5-cyano-1,3-dimethyl pyrazole [U.S. Pat. No. 3,121,092: CA 60 2030 (1964)] with acetic-formic anhydride (prepared by adding 45 ml of acetic anhydride to 20 ml of 98% formic acid at 50° C.). After standing at room temperature overnight, the solution is evaporated in vacuo. The residue is stirred in ether to give 14.5 g (74%) of N-(5-cyano-1,3-dimethylpyrazol-4-yl) formamide, mp 135° C.